The task is: describe an organic reaction: reactants, conditions, products, and yield. This data is from the Open Reaction Database (ORD), a public repository of structured organic reaction records. Reactants: NC1CCn2c1nc1cc(Br)cnc12, NC(=O)c1cc2cc(F)ccc2n1Cc1cccc(F)c1. The product is NC1CCn2c1nc1cc(NC(=O)c3cc4cc(F)ccc4n3Cc3cccc(F)c3)cnc12. RXN SMILES: [Br:22][c:23]1[cH:24][c:25]2[c:26]([n:27][cH:28]1)[n:29]1[c:30]([n:31]2)[CH:32]([NH2:35])[CH2:33][CH2:34]1.[F:1][c:2]1[cH:3][c:4]2[cH:5][c:6]([C:19](=[O:20])[NH2:21])[n:7]([CH2:11][c:12]3[cH:13][c:14]([F:18])[cH:15][cH:16][cH:17]3)[c:8]2[cH:9][cH:10]1>>[F:1][c:2]1[cH:3][c:4]2[cH:5][c:6]([C:19](=[O:20])[NH:21][c:23]3[cH:24][c:25]4[c:26]([n:27][cH:28]3)[n:29]3[c:30]([n:31]4)[CH:32]([NH2:35])[CH2:33][CH2:34]3)[n:7]([CH2:11][c:12]3[cH:13][c:14]([F:18])[cH:15][cH:16][cH:17]3)[c:8]2[cH:9][cH:10]1. Starting materials: C[N+]1([O-])CCOCC1, CC#N, CCOC(C)=O, O=S(=O)(c1ccccc1)n1c(Cl)c(CO)c(F)c1-c1ccccc1. Product: O=Cc1c(F)c(-c2ccccc2)n(S(=O)(=O)c2ccccc2)c1Cl. As a reaction SMILES: [CH3:25][N+:26]1([O-:32])[CH2:27][CH2:28][O:29][CH2:30][CH2:31]1.[CH3:33][C:34]#[N:35].[CH3:36][CH2:37][O:38][C:39](=[O:40])[CH3:41].[Cl:1][c:2]1[n:3]([S:16](=[O:17])(=[O:18])[c:19]2[cH:20][cH:21][cH:22][cH:23][cH:24]2)[c:4](-[c:10]2[cH:11][cH:12][cH:13][cH:14][cH:15]2)[c:5]([F:9])[c:6]1[CH2:7][OH:8]>>[Cl:1][c:2]1[n:3]([S:16](=[O:17])(=[O:18])[c:19]2[cH:20][cH:21][cH:22][cH:23][cH:24]2)[c:4](-[c:10]2[cH:11][cH:12][cH:13][cH:14][cH:15]2)[c:5]([F:9])[c:6]1[CH:7]=[O:8]. Reactants: C(C)OC(=O)C1(CC1)C1=C(C(N(C1)[C@@H](C)C1=CC=CC=C1)=O)F (4-(1-ethoxycarbonylcyclopropyl)-3-fluoro-1-[1-(S)-phenylethyl]-3-pyrrolin-2-one). Reagents/catalysts: [Ni] (Raney nickel), [Ni] (Raney nickel). The solvent is C(C)O (ethanol). Reaction conditions: time 1 hour. The product is C(C)OC(=O)C1(CC1)[C@@H]1[C@@H](C(N(C1)[C@@H](C)C1=CC=CC=C1)=O)F (4-(S)-(1-Ethoxycarbonylcyclopropyl)-3-(S)-fluoro-1-[1-(S)-phenylethyl]-2-pyrrolidone). Isolated yield 64.7%. As a reaction SMILES: [CH2:1]([O:3][C:4]([C:6]1([C:9]2[CH2:13][N:12]([C@H:14]([C:16]3[CH:21]=[CH:20][CH:19]=[CH:18][CH:17]=3)[CH3:15])[C:11](=[O:22])[C:10]=2[F:23])[CH2:8][CH2:7]1)=[O:5])[CH3:2]>C(O)C.[Ni]>[CH2:1]([O:3][C:4]([C:6]1([C@H:9]2[CH2:13][N:12]([C@H:14]([C:16]3[CH:17]=[CH:18][CH:19]=[CH:20][CH:21]=3)[CH3:15])[C:11](=[O:22])[C@H:10]2[F:23])[CH2:7][CH2:8]1)=[O:5])[CH3:2]. Procedure details: To a solution of 4-(1-ethoxycarbonylcyclopropyl)-3-fluoro-1-[1-(S)-phenylethyl]-3-pyrrolin-2-one (587 mg, 1.85 mmol) in ethanol (5 ml) was added Raney nickel (R-100, 2 ml). Under a hydrogen atmosphere of 5 kg/cm2, the mixture was stirred at room temperature for 1 hour. Next, Raney nickel (R-100, 3 ml) was further added and stirring was continued under the same conditions for 2.5 hours. After eliminating the catalyst by filtering through celite (washed with ethanol), the filtrate was concentrated...